Dataset: the Open Reaction Database (ORD), a public repository of structured organic reaction records. Task: describe an organic reaction: reactants, conditions, products, and yield Starting materials: C(C1=CC=CC=C1)OC(=O)N[C@@H](CCP(O)(=O)C(O)C1=CC(=C(C(=C1)F)OCC(=O)OCC)F)C(=O)OC (((S)-3-(((benzyloxy)carbonyl)amino)-4-methoxy-4-oxobutyl)((4-(2-ethoxy-2-oxoethoxy)-3,5-difluorophenyl)(hydroxy)methyl)phosphinic acid). Solvent: Cl (HCl). Product: NC(C(=O)O)CCP(=O)(O)C(O)C1=CC(=C(C(=C1)F)OCC(=O)O)F (2-amino-4-(((4-(carboxymethoxy)-3,5-difluorophenyl)(hydroxy)methyl)(hydroxy)phosphoryl)butanoic acid). The yield is 62.6%. Reaction SMILES: C(OC([NH:11][C@H:12]([C:35]([O:37]C)=[O:36])[CH2:13][CH2:14][P:15]([CH:18]([C:20]1[CH:25]=[C:24]([F:26])[C:23]([O:27][CH2:28][C:29]([O:31]CC)=[O:30])=[C:22]([F:34])[CH:21]=1)[OH:19])(=[O:17])[OH:16])=O)C1C=CC=CC=1>Cl>[NH2:11][CH:12]([CH2:13][CH2:14][P:15]([CH:18]([C:20]1[CH:25]=[C:24]([F:26])[C:23]([O:27][CH2:28][C:29]([OH:31])=[O:30])=[C:22]([F:34])[CH:21]=1)[OH:19])([OH:17])=[O:16])[C:35]([OH:37])=[O:36]. Procedure: A solution of ((S)-3-(((benzyloxy)carbonyl)amino)-4-methoxy-4-oxobutyl)((4-(2-ethoxy-2-oxoethoxy)-3,5-difluorophenyl)(hydroxy)methyl)phosphinic acid (552 mg, 0.99 mmol) in 6 N HCl (6M) was refluxed during 3 h. Then, the mixture was cooled to room temperature and the solvent was evaporated under vacuum. The residue was diluted in EtOAc (50 mL) and extracted with 1 N HCl (2×80 mL). The combined aqueous layers were washed twice with EtOAc and the solvent was evaporated to afford 238 mg (0.62 mmol) ... Reactants: silicone, C(C(=C)C)(=O)OC (methyl methacrylate), C(C=C)(=O)OCCCC (butyl acrylate). Solvent: O (water). Yields the product C(C(=C)C)(=O)OC.C(C=C)(=O)OCCCC (MMA BA), silicone. As a reaction SMILES: [C:1]([O:6][CH3:7])(=[O:5])[C:2]([CH3:4])=[CH2:3].[C:8]([O:12][CH2:13][CH2:14][CH2:15][CH3:16])(=[O:11])[CH:9]=[CH2:10]>O>[C:1]([O:6][CH3:7])(=[O:5])[C:2]([CH3:4])=[CH2:3].[C:8]([O:12][CH2:13][CH2:14][CH2:15][CH3:16])(=[O:11])[CH:9]=[CH2:10] |f:3.4|. Reported procedure: Next, 210 g of methyl methacrylate (MMA) and 90 g of butyl acrylate (BA) were added to the aqueous solution to dissolve the silicone resin precipitate therein whereupon the MMA/BA solution of the silicone resin was isolated from the water layer. To the isolated solution was added 500 g of water. The mixture was thoroughly agitated and mixed for 10 minutes and allowed to stand whereupon the water layer was separated. The amount of methanol contained in the organic layer was determined by GC, dete...